From a dataset of the Open Reaction Database (ORD), a public repository of structured organic reaction records. describe an organic reaction: reactants, conditions, products, and yield Starting materials: FC=1C=C(C=CC1)C=1C=CC=2N=CN=C(C2N1)N (6-(3-fluorophenyl)pyrido[3,2-d]pyrimidin-4-amine), [H-].[Na+] (sodium hydride), oil, BrC1CCC1 (bromocyclobutane). Product: C1(CCC1)NC=1C2=C(N=CN1)C=CC(=N2)C2=CC(=CC=C2)F (N-cyclobutyl-6-(3-fluorophenyl)pyrido[3,2-d]pyrimidin-4-amine), C1(CC1)CNC=1C2=C(N=CN1)C=CC(=N2)C2=CC(=CC=C2)F (N-(cyclopropylmethyl)-6-(3-fluorophenyl)pyrido[3,2-d]pyrimidin-4-amine). As a reaction SMILES: [F:1][C:2]1[CH:3]=[C:4]([C:8]2[CH:9]=[CH:10][C:11]3[N:12]=[CH:13][N:14]=[C:15]([NH2:18])[C:16]=3[N:17]=2)[CH:5]=[CH:6][CH:7]=1.[H-].[Na+].Br[CH:22]1[CH2:25][CH2:24][CH2:23]1>>[CH:22]1([NH:18][C:15]2[C:16]3[N:17]=[C:8]([C:4]4[CH:5]=[CH:6][CH:7]=[C:2]([F:1])[CH:3]=4)[CH:9]=[CH:10][C:11]=3[N:12]=[CH:13][N:14]=2)[CH2:25][CH2:24][CH2:23]1.[CH:25]1([CH2:22][NH:18][C:15]2[C:16]3[N:17]=[C:8]([C:4]4[CH:5]=[CH:6][CH:7]=[C:2]([F:1])[CH:3]=4)[CH:9]=[CH:10][C:11]=3[N:12]=[CH:13][N:14]=2)[CH2:23][CH2:24]1 |f:1.2|. Reported procedure: Following the same reaction and purification procedure, the amine 1 (100 mg, 0.42 mmol) was treated with sodium hydride 60% dispersion in mineral oil (25 mg, 0.62 mmol) and bromocyclobutane (56 mg, 0.42 mmol) to provide N-cyclobutyl-6-(3-fluorophenyl)pyrido[3,2-d]pyrimidin-4-amine 27 and N-(cyclopropylmethyl)-6-(3-fluorophenyl)pyrido[3,2-d]pyrimidin-4-amine 28. LC/MS (ESI+): m/z 295 (M+H). 1H NMR (400 MHz, DMSO) δ 8.80 (t, J=6.1 Hz, 1H), 8.48 (d, J=7.2 Hz, 2H), 8.39 (d, J=10.9 Hz, 1H), 8.22 (d, ... Starting materials: C([O-])(O)=O.[Na+] (sodium bicarbonate), BrC1=CC(=C(C(=O)OC)C=C1)CBr (Methyl 4-bromo-2-bromomethylbenzoate), C(C=C)S (allylmercaptan), [O-]CC.[Na+] (sodium ethoxide). Reagents/catalysts: [I-].C(CCC)[N+](CCCC)(CCCC)CCCC (tetrabutylammonium iodide). The product is BrC1=CC(=C(C(=O)OC)C=C1)CSCC=C (methyl 4-bromo-2-(2-propenylsulphenylmethyl)benzoate). The yield is 10.0%. Reaction SMILES: [Br:1][C:2]1[CH:11]=[CH:10][C:5]([C:6]([O:8][CH3:9])=[O:7])=[C:4]([CH2:12]Br)[CH:3]=1.[CH2:14]([SH:17])[CH:15]=[CH2:16].[O-]CC.[Na+].C(=O)(O)[O-].[Na+]>[I-].C([N+](CCCC)(CCCC)CCCC)CCC>[Br:1][C:2]1[CH:11]=[CH:10][C:5]([C:6]([O:8][CH3:9])=[O:7])=[C:4]([CH2:12][S:17][CH2:14][CH:15]=[CH2:16])[CH:3]=1 |f:2.3,4.5,6.7|. Reported procedure: Methyl 4-bromo-2-bromomethylbenzoate (24.6 g) was added to a stirred mixture of allylmercaptan (70%, 9 g), sodium ethoxide (5.77 g) and tetrabutylammonium iodide (0.4 g) for 15 minutes. Cold sodium bicarbonate solution was added and the mixture extracted with ether. The extract was washed with brine, dried (magnesium sulphate) and evaporated to give methyl 4-bromo-2-(2-propenylsulphenylmethyl)benzoate (2.41 g), NMR (CDCl3) 3.05 (d,2H), 3.9 (s,3H), 4.0 (s,2H), 5.1 (m,2H), 5.75 (m,1H), 7.4 (d,1H),... The reactants are [Ag+], COc1c(O)c(Br)cc(CC(C)(C)CC=O)c1Br, CCO, O=[N+]([O-])[O-], [Na+], [OH-], O. Yields the product CCOC(=O)CC(C)(C)Cc1cc(Br)c(O)c(OC)c1Br. RXN SMILES: [Ag+:29].[Br:1][c:2]1[c:3]([CH2:12][C:13]([CH2:14][CH:15]=[O:16])([CH3:17])[CH3:18])[cH:4][c:5]([Br:11])[c:6]([OH:10])[c:7]1[O:8][CH3:9].[CH3:21][CH2:22][OH:23].[N+:25]([O-:26])([O-:27])=[O:28].[Na+:20].[OH-:19].[OH2:24]>>[Br:1][c:2]1[c:3]([CH2:12][C:13]([CH2:14][C:15](=[O:16])[O:23][CH2:22][CH3:21])([CH3:17])[CH3:18])[cH:4][c:5]([Br:11])[c:6]([OH:10])[c:7]1[O:8][CH3:9]. Reported procedure: 5 Parts of methyl 4,4-dimethylallophanimidate and 20 ml of t-butylisocyanate are refluxed overnight. The next day, the solution is evaporated to give an oil, which crystallizes when tirturated with petroleum-ether under cooling. In order to remove some unreacted starting material and byproducts, the solids are first triturated with water and filtered. After drying, the solids are then triturated with carbon tetrachloride and impurities removed by filtration. The carbon tetrachloride filtrate is ... The product is CN(C(=O)N=C(NC(=O)NC(C)(C)C)OC)C (methyl N-dimethylcarbamoyl-4-t-butylallophanimidate). The reactants are CN(C(NC(OC)=N)=O)C (methyl 4,4-dimethylallophanimidate), C(C)(C)(C)N=C=O (t-butylisocyanate). As a reaction SMILES: [CH3:1][N:2]([CH3:10])[C:3](=[O:9])[NH:4][C:5](=[NH:8])[O:6][CH3:7].[C:11]([N:15]=[C:16]=[O:17])([CH3:14])([CH3:13])[CH3:12]>>[CH3:1][N:2]([CH3:10])[C:3]([N:4]=[C:5]([O:6][CH3:7])[NH:8][C:16]([NH:15][C:11]([CH3:14])([CH3:13])[CH3:12])=[O:17])=[O:9]. The reactants are ClC=1C=C(NC2=NC=CC(=N2)C=2N=CN(C2)C(C2=CC=CC=C2)(C2=CC=CC=C2)C2=CC=CC=C2)C=CC1 (2-(3-chloroanilino)-4-(1-triphenylmethylimidazol-4-yl)pyrimidine), FC(F)(F)S(=O)(=O)OS(=O)(=O)C(F)(F)F (Trifluoromethylsulphonic anhydride), COCCO (2-methoxyethanol), C(C)(C)N(CC)C(C)C (diisopropylethylamine). Run in C(Cl)Cl (DCM), C(Cl)Cl (DCM). Reaction conditions: time 30 minute. The product is Cl.ClC=1C=C(NC2=NC=CC(=N2)C2=CN=CN2CCOC)C=CC1 (2-(3-Chloroanilino)-4-[1-(2-methoxyethyl)imidazol-5-yl]pyrimidine hydrochloride). Yield: 69.0%. Reaction SMILES: FC(S(OS(C(F)(F)F)(=O)=O)(=O)=O)(F)F.[CH3:16][O:17][CH2:18][CH2:19]O.C(N(C(C)C)CC)(C)C.[Cl:30][C:31]1[CH:32]=[C:33]([CH:65]=[CH:66][CH:67]=1)[NH:34][C:35]1[N:40]=[C:39]([C:41]2[N:42]=[CH:43][N:44](C(C3C=CC=CC=3)(C3C=CC=CC=3)C3C=CC=CC=3)[CH:45]=2)[CH:38]=[CH:37][N:36]=1>C(Cl)Cl>[ClH:30].[Cl:30][C:31]1[CH:32]=[C:33]([CH:65]=[CH:66][CH:67]=1)[NH:34][C:35]1[N:40]=[C:39]([C:41]2[N:42]([CH2:19][CH2:18][O:17][CH3:16])[CH:43]=[N:44][CH:45]=2)[CH:38]=[CH:37][N:36]=1 |f:5.6|. Procedure details: Trifluoromethylsulphonic anhydride (0.16 ml, 0.93 mmol) was added to a solution of 2-methoxyethanol (73.7 ml, 0.88 mmol) and diisopropylethylamine (0.20 ml, 1.17 mmol) in DCM (1 ml) at −20° C. and the solution stirred for 30 minutes. This mixture was then added to a solution of 2-(3-chloroanilino)-4-(1-triphenylmethylimidazol-4-yl)pyrimidine Method 2; 300 mg, 0.58 mmol) in DCM (5 ml) at −20° C. and the reaction mixture allowed to warm and stirred for 2 hours at ambient temperature. The mixture w... Conditions: time 2 day. Product: ClC=1C(=NC=CN1)C(N1C(C2=CC=CC=C2C1=O)=O)C1=CC=C2C=CC(=NC2=C1)C1=CC=CC=C1 (2-[(3-Chloro-pyrazin-2-yl)-(2-phenyl-quinolin-7-yl)-methyl]-isoindole-1,3-dione). Procedure details: To a suspension of (3-chloropyrazin-2-yl)-(2-phenylquinolin-7-yl)-methanol (1.215 g, 3.49 mmol), phthalimide (566 mg, 3.85 mmol), and PS—PPh3 (loading 2.12 mmol/g; 3.29 g, 6.97 mmol) in dry THF (40 mL), cooled by ice/water, is added DIAD (830 μL, 852 mg, 4.22 mmol). The cooling bath is removed and the flask is vortexed at rt for Id. More phthalimide (50 mg, 0.34 mmol), PS—PPh3 (300 mg, 0.636 mmol), and DIAD (80 μL, 82 mg, 0.41 mmol) are added, and vortexing is continued for 2 d. The resin is fil... The reactants are ice water, CC(C)OC(=O)/N=N/C(=O)OC(C)C (DIAD), ClC=1C(=NC=CN1)C(O)C1=CC=C2C=CC(=NC2=C1)C1=CC=CC=C1 ((3-chloropyrazin-2-yl)-(2-phenylquinolin-7-yl)-methanol), C1(C=2C(C(N1)=O)=CC=CC2)=O (phthalimide), C1=CC=C(C=C1)P(C2=CC=CC=C2)C3=CC=CC=C3 (PPh3), C1(C=2C(C(N1)=O)=CC=CC2)=O (phthalimide), C1=CC=C(C=C1)P(C2=CC=CC=C2)C3=CC=CC=C3 (PPh3), CC(C)OC(=O)/N=N/C(=O)OC(C)C (DIAD). Run in C1CCOC1 (THF). RXN SMILES: [Cl:1][C:2]1[C:3]([CH:8]([C:10]2[CH:19]=[C:18]3[C:13]([CH:14]=[CH:15][C:16]([C:20]4[CH:25]=[CH:24][CH:23]=[CH:22][CH:21]=4)=[N:17]3)=[CH:12][CH:11]=2)O)=[N:4][CH:5]=[CH:6][N:7]=1.[C:26]1(=[O:36])[NH:30][C:29](=[O:31])[C:28]2=[CH:32][CH:33]=[CH:34][CH:35]=[C:27]12.C1C=CC(P(C2C=CC=CC=2)C2C=CC=CC=2)=CC=1.CC(OC(/N=N/C(OC(C)C)=O)=O)C>C1COCC1>[Cl:1][C:2]1[C:3]([CH:8]([C:10]2[CH:19]=[C:18]3[C:13]([CH:14]=[CH:15][C:16]([C:20]4[CH:21]=[CH:22][CH:23]=[CH:24][CH:25]=4)=[N:17]3)=[CH:12][CH:11]=2)[N:30]2[C:26](=[O:36])[C:27]3[C:28](=[CH:32][CH:33]=[CH:34][CH:35]=3)[C:29]2=[O:31])=[N:4][CH:5]=[CH:6][N:7]=1. Starting materials: O=C=Nc1cc(F)cc(F)c1, [N-]=C=O, [Na], CN(C)C=O, O, O=C(O)c1cccnc1-c1cc[nH]n1. Yields the product [Na], O=C(O)c1cccnc1-c1ccn(C(=O)Nc2cc(F)cc(F)c2)n1. Reaction SMILES: [F:16][c:17]1[cH:18][c:19]([N:24]=[C:25]=[O:26])[cH:20][c:21]([F:23])[cH:22]1.[N-:27]=[C:28]=[O:29].[Na:1].[O:31]=[CH:32][N:33]([CH3:34])[CH3:35].[OH2:30].[nH:2]1[n:3][c:4](-[c:7]2[c:8]([C:9](=[O:10])[OH:11])[cH:12][cH:13][cH:14][n:15]2)[cH:5][cH:6]1>>[Na:1].[n:2]1([C:25]([NH:24][c:19]2[cH:18][c:17]([F:16])[cH:22][c:21]([F:23])[cH:20]2)=[O:26])[n:3][c:4](-[c:7]2[c:8]([C:9](=[O:10])[OH:11])[cH:12][cH:13][cH:14][n:15]2)[cH:5][cH:6]1. The reactants are CCOC(=O)CSc1cnc(N)s1, CCC1CCC(N(C(=O)Nc2ncc(SCC(=O)O)s2)C2CCCC2)CC1, c1ccc(C2CCC(NC3CCCCC3)CC2)cc1. Yields the product O=C(O)CSc1cnc(NC(=O)N(C2CCCCC2)C2CCC(c3ccccc3)CC2)s1. Reaction SMILES: [CH2:47]([O:48][C:49](=[O:50])[CH2:51][S:52][c:53]1[s:54][c:55]([NH2:56])[n:57][cH:58]1)[CH3:59].[CH:1]1([N:2]([CH:3]2[CH2:4][CH2:5][CH:6]([CH2:20][CH3:21])[CH2:22][CH2:23]2)[C:7]([NH:8][c:9]2[s:10][c:11]([S:14][CH2:15][C:16](=[O:17])[OH:18])[cH:12][n:13]2)=[O:19])[CH2:24][CH2:25][CH2:26][CH2:27]1.[CH:28]1([NH:34][CH:35]2[CH2:36][CH2:37][CH:38]([c:41]3[cH:42][cH:43][cH:44][cH:45][cH:46]3)[CH2:39][CH2:40]2)[CH2:29][CH2:30][CH2:31][CH2:32][CH2:33]1>>[C:7]([NH:8][c:9]1[s:10][c:11]([S:14][CH2:15][C:16](=[O:17])[OH:18])[cH:12][n:13]1)(=[O:19])[N:34]([CH:28]1[CH2:29][CH2:30][CH2:31][CH2:32][CH2:33]1)[CH:35]1[CH2:36][CH2:37][CH:38]([c:41]2[cH:42][cH:43][cH:44][cH:45][cH:46]2)[CH2:39][CH2:40]1.